This data is from the Open Reaction Database (ORD), a public repository of structured organic reaction records. The task is: describe an organic reaction: reactants, conditions, products, and yield Starting materials: N1C(CCC1)=O (pyrrolidin-2-one), [H-].[Na+] (sodium hydride), O (Water), BrCC1=C(C(=CC=C1)F)F (1-(bromomethyl)-2,3-difluorobenzene). Run in CN(C=O)C (N,N-dimethylformamide). Reaction conditions: time 2 hour. The product is FC1=C(CN2C(CCC2)=O)C=CC=C1F (1-(2,3-difluorobenzyl)pyrrolidin-2-one). Yield: 71.1%. As a reaction SMILES: [NH:1]1[CH2:5][CH2:4][CH2:3][C:2]1=[O:6].[H-].[Na+].Br[CH2:10][C:11]1[CH:16]=[CH:15][CH:14]=[C:13]([F:17])[C:12]=1[F:18].O>CN(C)C=O>[F:18][C:12]1[C:13]([F:17])=[CH:14][CH:15]=[CH:16][C:11]=1[CH2:10][N:1]1[CH2:5][CH2:4][CH2:3][C:2]1=[O:6] |f:1.2|. Procedure: To a solution of pyrrolidin-2-one (9.38 mL, 121 mmol) in N,N-dimethylformamide (DMF) (200 mL) was added in portions sodium hydride (6.04 g, 151 mmol) (60%/mineral oil) in 10 min and the mixture was stirred under nitrogen atmosphere at ambient temperature for 2 h then 1-(bromomethyl)-2,3-difluorobenzene (15.37 mL, 121 mmol) was added dropwise over 15 min and the mixture was stirred at ambient temperature for 2.5 h. Water (600 mL) was added and the mixture was stirred at ambient temperature for 30... Starting materials: BrC=1C(=C(C(=O)OC)C(=CC1)CS(=O)(=O)C1=C(C=CC=C1)O)OC (methyl 3-bromo-6-(2-hydroxybenzenesulphonylmethyl)-2-methoxybenzoate), BrC=1C(=C(C(=O)OC)C(=CC1)CSCCO)OC (methyl 3-bromo-6-(2-hydroxyethylthiomethyl)-2-methoxybenzoate), BrC=1C(=C(C(=O)OC)C(=CC1)CSCCO)OC (methyl 3-bromo-6-(2-hydroxyethylthiomethyl)-2-methoxybenzoate). Yields the product BrC=1C(=C(C(=O)OC)C(=CC1)CS(=O)(=O)CCO)OC (Methyl 3-bromo-6-(2-hydroxyethanesulphonylmethyl)-2-methoxybenzoate). As a reaction SMILES: [Br:1][C:2]1[C:3]([O:23][CH3:24])=[C:4]([C:9]([CH2:12][S:13]([C:16]2C=CC=C[C:17]=2[OH:22])(=[O:15])=[O:14])=[CH:10][CH:11]=1)[C:5]([O:7][CH3:8])=[O:6].BrC1C(OC)=C(C(CSCCO)=CC=1)C(OC)=O>>[Br:1][C:2]1[C:3]([O:23][CH3:24])=[C:4]([C:9]([CH2:12][S:13]([CH2:16][CH2:17][OH:22])(=[O:15])=[O:14])=[CH:10][CH:11]=1)[C:5]([O:7][CH3:8])=[O:6]. Procedure details: Prepared by proceeding in a similar manner to Intermediate 138, starting from methyl 3-bromo-6-(2-hydroxyethylthiomethyl)-2-methoxybenzoate (Intermediate 174). Starting materials: C (charcoal), S(=O)([O-])S(=O)[O-].[Na+].[Na+] (Sodium dithionite), OC1=C(C=C(C=C1)C(C(C(\C=C\C(C(C(C1=CC(=C(C=C1)O)[N+](=O)[O-])(F)F)(F)F)(F)F)(F)F)(F)F)(F)F)[N+](=O)[O-] (trans-1,2-bis[3-(4-hydroxy-3-nitrophenyl)perfluoropropyl]ethylene), S(=O)([O-])S(=O)[O-].[Na+].[Na+] (sodium dithionite). Run in O (water), O (water), CO (methanol), C(=O)=O (dry ice), O (water), C1(=CC=CC=C1)C (toluene). The product is OC1=C(C=C(C=C1)C(C(C(C=CC(C(C(C1=CC(=C(C=C1)O)N)(F)F)(F)F)(F)F)(F)F)(F)F)(F)F)N (1,2-Bis[3-(4-Hydroxy-3-aminophenyl)perfluoropropyl]ethylene). The yield is 54.2%. Reaction SMILES: S(S([O-])=O)([O-])=O.[Na+].[Na+].[OH:9][C:10]1[CH:15]=[CH:14][C:13]([C:16]([F:45])([F:44])[C:17]([F:43])([F:42])[C:18]([F:41])([F:40])/[CH:19]=[CH:20]/[C:21]([F:39])([F:38])[C:22]([F:37])([F:36])[C:23]([F:35])([F:34])[C:24]2[CH:29]=[CH:28][C:27]([OH:30])=[C:26]([N+:31]([O-])=O)[CH:25]=2)=[CH:12][C:11]=1[N+:46]([O-])=O.C>O.CO.C1(C)C=CC=CC=1.C(=O)=O>[OH:30][C:27]1[CH:28]=[CH:29][C:24]([C:23]([F:34])([F:35])[C:22]([F:36])([F:37])[C:21]([F:38])([F:39])[CH:20]=[CH:19][C:18]([F:40])([F:41])[C:17]([F:42])([F:43])[C:16]([F:44])([F:45])[C:13]2[CH:14]=[CH:15][C:10]([OH:9])=[C:11]([NH2:46])[CH:12]=2)=[CH:25][C:26]=1[NH2:31] |f:0.1.2|. Procedure details: Sodium dithionite (10 g) in 30 ml of water was added slowly with stirring at room temperature to a solution of 1.0 g (0.0017 mole) of trans-1,2-bis[3-(4-hydroxy-3-nitrophenyl)perfluoropropyl]ethylene (prepared as described in Example I) in 250 ml of methanol. The methanolic solution turned bright yellow and then slowly faded to water-white as reduction occurred. After addition of the sodium dithionite was completed, stirring was continued for an additional 30 minutes at which time water was adde... The reactants are Cl (HCl), CCOC(=O)C (EtOAc), CC(CN1C(N(C2=NC(=CC=C21)C2=CCC(CC2)NC(OC(C)(C)C)=O)C)=O)(C)C (tert-Butyl {4-[1-(2,2-dimethylpropyl)-3-methyl-2-oxo-2,3-dihydro-1H-imidazo[4,5-b]pyridin-5-yl]cyclohex-3-en-1-yl}carbamate), C(Cl)Cl (DCM), solution. The solvent is CO (MeOH). The product is NC1CC=C(CC1)C1=CC=C2C(=N1)N(C(N2CC(C)(C)C)=O)C (5-(4-Aminocyclohex-1-en-1-yl)-1-(2,2-dimethylpropyl)-3-methyl-1,3-dihydro-2H-imidazo[4,5-b]pyridin-2-one). Reaction SMILES: [CH3:1][C:2]([CH3:30])([CH3:29])[CH2:3][N:4]1[C:12]2[C:7](=[N:8][C:9]([C:13]3[CH2:18][CH2:17][CH:16]([NH:19]C(=O)OC(C)(C)C)[CH2:15][CH:14]=3)=[CH:10][CH:11]=2)[N:6]([CH3:27])[C:5]1=[O:28].C(Cl)Cl.Cl.CCOC(C)=O>CO>[NH2:19][CH:16]1[CH2:17][CH2:18][C:13]([C:9]2[N:8]=[C:7]3[N:6]([CH3:27])[C:5](=[O:28])[N:4]([CH2:3][C:2]([CH3:1])([CH3:30])[CH3:29])[C:12]3=[CH:11][CH:10]=2)=[CH:14][CH2:15]1. Reported procedure: To a round bottom flask was added tert-butyl {-4-[1-(2,2-dimethylpropyl)-3-methyl-2-oxo-2,3-dihydro-1H-imidazo[4,5-b]pyridin-5-yl]cyclohex-3-en-1-yl}carbamate (17-1) (338 mg, 0.815 mmol), DCM (2 mL), MeOH (2 mL), and a 4N solution of HCl in EtOAc (2.038 ml, 8.15 mmol). The reaction mixture was then capped & stirred at room temperature for several hours. The reaction was then concentrated to yield 5-(4-Aminocyclohex-1-en-1-yl)-1-(2,2-dimethylpropyl)-3-methyl-1,3-dihydro-2H-imidazo[4,5-b]pyridin-2...